Dataset: the Open Reaction Database (ORD), a public repository of structured organic reaction records. Task: describe an organic reaction: reactants, conditions, products, and yield Starting materials: N1C(CC2=CC=CC=C12)S(=O)(=O)C1=CC=C(C=C1)C1=NC2=C(N1)C=CC(=C2)C(=O)N (2-[4-(2,3-Dihydro-indole-2-sulfonyl)-phenyl]-1H-benzoimidazole-5-carboxylic acid amide), N1C(CC2=CC=CC=C12)S(=O)(=O)C1=CC=C(C=O)C=C1 (4-(2,3-dihydro-indole-2-sulfonyl)-benzaldehyde), C(C1=CC=CC=C1)NS(=O)(=O)C1=CC=C(C=C1)C=O (N-benzyl-4-formyl-benzenesulfonamide). Yields the product N1(CCC2=CC=CC=C12)S(=O)(=O)C1=CC=C(C=C1)C1=NC2=C(N1)C=CC(=C2)C(=O)N (2-[4-(2,3-Dihydro-indole-1-sulfonyl)-phenyl]-1H-benzoimidazole-5-carboxylic acid amide). Reaction SMILES: N1C2C(=CC=CC=2)CC1[S:10]([C:13]1[CH:18]=[CH:17][C:16]([C:19]2[NH:23][C:22]3[CH:24]=[CH:25][C:26]([C:28]([NH2:30])=[O:29])=[CH:27][C:21]=3[N:20]=2)=[CH:15][CH:14]=1)(=[O:12])=[O:11].[NH:31]1[C:39]2[C:34](=[CH:35][CH:36]=[CH:37][CH:38]=2)[CH2:33][CH:32]1S(C1C=CC(C=O)=CC=1)(=O)=O.C(NS(C1C=CC(C=O)=CC=1)(=O)=O)C1C=CC=CC=1>>[N:31]1([S:10]([C:13]2[CH:18]=[CH:17][C:16]([C:19]3[NH:23][C:22]4[CH:24]=[CH:25][C:26]([C:28]([NH2:30])=[O:29])=[CH:27][C:21]=4[N:20]=3)=[CH:15][CH:14]=2)(=[O:11])=[O:12])[C:39]2[C:34](=[CH:35][CH:36]=[CH:37][CH:38]=2)[CH2:33][CH2:32]1. Procedure details: 2-[4-(2,3-Dihydro-indole-2-sulfonyl)-phenyl]-1H-benzoimidazole-5-carboxylic acid amide. This compound was prepared as described in Example 46 substituting 4-(2,3-dihydro-indole-2-sulfonyl)-benzaldehyde (202 mg, 0.703 mmol) for N-benzyl-4-formyl-benzenesulfonamide in Step B. The title compound was obtained as a beige powder, 130 mg (44%). HPLC (Method C): Rt=4.80. MS (ESI): mass calculated for C22H18N4O3S, 418.5; m/z found, 419.1 [M+H]+. 1H NMR (400 MHz, DMSO-d6): δ 8.36 (d, J=8.2 Hz, 2H), 8.22 (... Starting materials: [NH4+].[OH-] (NH4OH), C(C)(C)(C)C=1N(C=C(N1)C1=C2C(=NC=C1)N(C(=C2)C)OCC[Si](C)(C)C)C (4-(2-tert-butyl-1-methyl-1H-imidazol-4-yl)-1-[2-(trimethylsilyl)-ethoxy]-methyl-1H-pyrrolo[2,3-b]pyridine), C(=O)(C(F)(F)F)O (TFA), CO (methanol). Yields the product FC(C(=O)O)(F)F.N1C=CC=2C1=NC=CC2 (1H-pyrrolo[2,3-b]pyridine, trifluoroacetate salt). The yield is 149.1%. As a reaction SMILES: C(C1N(C)C=C([C:10]2[CH:15]=[CH:14][N:13]=[C:12]3[N:16](OCC[Si](C)(C)C)[C:17](C)=[CH:18][C:11]=23)N=1)(C)(C)C.[C:28]([OH:34])([C:30]([F:33])([F:32])[F:31])=[O:29].CO.[NH4+].[OH-]>>[F:31][C:30]([F:33])([F:32])[C:28]([OH:34])=[O:29].[NH:16]1[C:12]2=[N:13][CH:14]=[CH:15][CH:10]=[C:11]2[CH:18]=[CH:17]1 |f:3.4,5.6|. Procedure details: A solution of 4-(2-tert-butyl-1-methyl-1H-imidazol-4-yl)-1-[2-(trimethylsilyl)-ethoxy]-methyl-1H-pyrrolo[2,3-b]pyridine (0.010 g, 0.000026 mol) in TFA (3 mL, 0.04 mol) was stirred for 2 hours. Then the excess TFA was evaporated and the residue was stirred in methanol (3 mL, 0.07 mol) and NH4OH (1 mL) for 16 hours. The solvents were removed and the product was purified by preparative-HPLC (C18 eluting with a gradient of ACN/H2O containing 0.1% TFA) to afford 442-tut-butyl-1-methyl-1H-imidazol-4-y... The reactants are CC(N)c1ccc(Br)cc1, CCN(C(C)C)C(C)C, Cc1ccc(S(=O)(=O)N(CCCl)CCCl)cc1, ClCCl. Product: Cc1ccc(S(=O)(=O)N2CCN(C(C)c3ccc(Br)cc3)CC2)cc1. RXN SMILES: [Br:1][c:2]1[cH:3][cH:4][c:5]([CH:8]([CH3:9])[NH2:10])[cH:6][cH:7]1.[CH:28]([N:29]([CH2:30][CH3:31])[CH:32]([CH3:33])[CH3:34])([CH3:35])[CH3:36].[Cl:11][CH2:12][CH2:13][N:14]([S:15](=[O:16])(=[O:17])[c:18]1[cH:19][cH:20][c:21]([CH3:24])[cH:22][cH:23]1)[CH2:25][CH2:26][Cl:27].[Cl:37][CH2:38][Cl:39]>>[Br:1][c:2]1[cH:3][cH:4][c:5]([CH:8]([CH3:9])[N:10]2[CH2:12][CH2:13][N:14]([S:15](=[O:16])(=[O:17])[c:18]3[cH:19][cH:20][c:21]([CH3:24])[cH:22][cH:23]3)[CH2:25][CH2:26]2)[cH:6][cH:7]1.